From a dataset of the Open Reaction Database (ORD), a public repository of structured organic reaction records. describe an organic reaction: reactants, conditions, products, and yield Yield: 80.9%. Run in CCOC(=O)C (EtOAc), CN(C)C=O (DMF). As a reaction SMILES: [F:1][C:2]1[CH:26]=[C:25]([N+:27]([O-:29])=[O:28])[CH:24]=[CH:23][C:3]=1[O:4][C:5]1[CH:6]=[C:7]2[C:11](=[CH:12][C:13]=1[C:14](O)=[O:15])[N:10]([CH:17]1[CH2:22][CH2:21][CH2:20][CH2:19][O:18]1)[N:9]=[CH:8]2.[O:30]1[CH2:35][CH2:34][CH:33]([NH2:36])[CH2:32][CH2:31]1.CCN=C=NCCCN(C)C.C1C=CC2N(O)N=NC=2C=1.CN1CCOCC1>CN(C=O)C.CCOC(C)=O>[F:1][C:2]1[CH:26]=[C:25]([N+:27]([O-:29])=[O:28])[CH:24]=[CH:23][C:3]=1[O:4][C:5]1[CH:6]=[C:7]2[C:11](=[CH:12][C:13]=1[C:14]([NH:36][CH:33]1[CH2:34][CH2:35][O:30][CH2:31][CH2:32]1)=[O:15])[N:10]([CH:17]1[CH2:22][CH2:21][CH2:20][CH2:19][O:18]1)[N:9]=[CH:8]2. Yields the product FC1=C(OC=2C=C3C=NN(C3=CC2C(=O)NC2CCOCC2)C2OCCCC2)C=CC(=C1)[N+](=O)[O-] (5-(2-Fluoro-4-nitrophenoxy)-1-(tetrahydro-2H-pyran-2-yl)-N-(tetrahydro-2H-pyran-4-yl)-1H-indazole-6-carboxamide). Procedure details: The solution of 5-(2-fluoro-4-nitrophenoxy)-1-(tetrahydro-2H-pyran-2-yl)-1H-indazole-6-carboxylic acid (0.5 g, 1.25 mmol), tetrahydropyran-4-ylamine (0.13 g, 1.25 mmol), EDCI (0.24 g, 1.25 mmol), HOBT (0.17 g, 1.25 mmol), N-methylmorpholine (0.5 mL) in DMF (5 mL) is stirred at RT overnight. Then the reaction mixture is partitioned with saturated aqueous NH4Cl (20 mL) and EtOAc (50 mL). The organic phase is separated, dried over MgSO4, and concentrated. The residue is purified by silica gel colum... Starting materials: FC1=C(OC=2C=C3C=NN(C3=CC2C(=O)O)C2OCCCC2)C=CC(=C1)[N+](=O)[O-] (5-(2-fluoro-4-nitrophenoxy)-1-(tetrahydro-2H-pyran-2-yl)-1H-indazole-6-carboxylic acid), O1CCC(CC1)N (tetrahydropyran-4-ylamine), CCN=C=NCCCN(C)C (EDCI), C=1C=CC2=C(C1)N=NN2O (HOBT), CN1CCOCC1 (N-methylmorpholine).